describe an organic reaction: reactants, conditions, products, and yield From a dataset of the Open Reaction Database (ORD), a public repository of structured organic reaction records. Reactants: NC(C(CC1=CC2=CC(=CC=C2CC1)F)N(C(C1=CC=CC=C1)=O)[C@H](C)C1=CC=CC=C1)=O (N-{2-Amino-1-[(7-fluoro-3,4-dihydro-2-naphthyl)methyl]-2-oxoethyl}-N-[(1R)-1-phenylethyl]benzamide). The reagents and catalysts are [OH-].[OH-].[Pd+2] (Pd(OH)2). Solvent: CCO (EtOH). Run at time 12 hour. The product is NC(C(CC1CC2=CC(=CC=C2CC1)F)N(C(C1=CC=CC=C1)=O)[C@H](C)C1=CC=CC=C1)=O (N-{2-Amino-1-[(7-fluoro-1,2,3,4-tetrahydro-2-naphthyl)methyl]-2-oxoethyl}-N-[(1R)-1-phenylethyl]benzamide). RXN SMILES: [NH2:1][C:2](=[O:33])[CH:3]([N:16]([C@@H:25]([C:27]1[CH:32]=[CH:31][CH:30]=[CH:29][CH:28]=1)[CH3:26])[C:17](=[O:24])[C:18]1[CH:23]=[CH:22][CH:21]=[CH:20][CH:19]=1)[CH2:4][C:5]1[CH2:14][CH2:13][C:12]2[C:7](=[CH:8][C:9]([F:15])=[CH:10][CH:11]=2)[CH:6]=1>CCO.[OH-].[OH-].[Pd+2]>[NH2:1][C:2](=[O:33])[CH:3]([N:16]([C@@H:25]([C:27]1[CH:32]=[CH:31][CH:30]=[CH:29][CH:28]=1)[CH3:26])[C:17](=[O:24])[C:18]1[CH:19]=[CH:20][CH:21]=[CH:22][CH:23]=1)[CH2:4][CH:5]1[CH2:14][CH2:13][C:12]2[C:7](=[CH:8][C:9]([F:15])=[CH:10][CH:11]=2)[CH2:6]1 |f:2.3.4|. Procedure details: A suspension of 2.70 g (6.10 mmol) of the compound obtained in Step 2 and 1 g of Pd(OH)2 in 120 ml of EtOH is hydrogenated under one atmosphere for 12 hours. After filtering off the catalyst, the solvent is evaporated off in vacuo. The residue obtained is chromatographed on SiO2, eluting with a solution of cyclohexane/EtOAc=40/60, to yield the title compound in the form of 2 diastereoisomers. Starting materials: COC(C1=CC=C(C=C1)CN(CC)CC1=CC=C(C=C1)[C@H]1COC2=C(O1)C=CC=C2)=O (4-({[(S)-4-(2,3-dihydro-benzo[1,4]dioxin-2-yl)-benzyl]-ethyl-amino}-methyl)-benzoic acid methyl ester), O[Li].O (LiOH.H2O), CO (MeOH), O (water). Run in C(C)(=O)O (acetic acid). Reaction conditions: time 16 hour. Yields the product O1[C@H](COC2=C1C=CC=C2)C2=CC=C(CN(CC)CC1=CC=C(C(=O)O)C=C1)C=C2 (4-({[(S)-4-(2,3-Dihydro-benzo[1,4]dioxin-2-yl)-benzyl]-ethyl-amino}-methyl)-benzoic acid). RXN SMILES: C[O:2][C:3](=[O:31])[C:4]1[CH:9]=[CH:8][C:7]([CH2:10][N:11]([CH2:14][C:15]2[CH:20]=[CH:19][C:18]([C@@H:21]3[O:26][C:25]4[CH:27]=[CH:28][CH:29]=[CH:30][C:24]=4[O:23][CH2:22]3)=[CH:17][CH:16]=2)[CH2:12][CH3:13])=[CH:6][CH:5]=1.O[Li].O.CO.O>C(O)(=O)C>[O:26]1[C:25]2[CH:27]=[CH:28][CH:29]=[CH:30][C:24]=2[O:23][CH2:22][C@@H:21]1[C:18]1[CH:19]=[CH:20][C:15]([CH2:14][N:11]([CH2:10][C:7]2[CH:6]=[CH:5][C:4]([C:3]([OH:31])=[O:2])=[CH:9][CH:8]=2)[CH2:12][CH3:13])=[CH:16][CH:17]=1 |f:1.2|. Procedure: A mixture of 4-({[(S)-4-(2,3-dihydro-benzo[1,4]dioxin-2-yl)-benzyl]-ethyl-amino}-methyl)-benzoic acid methyl ester (65 mg, 0.16 mmol), LiOH.H2O (23 mg, 0.55 mmol), MeOH (5 mL) and water (0.5 mL) is stirred at room temperature for 16 h. The reaction mixture is neutralized with acetic acid and concentrated. The residue is diluted with water and DCM, phases are separated, the organic layer is dried over Na2SO4, filtered and concentrated. The residue is purified by flash chromatography eluting with ... The reactants are FC1=CC=C(C=C1)OC(N(C)[C@H]1CN(C[C@@H]1C1=CC(=C(C=C1)Cl)Cl)C(=O)C1CCNCC1)=O (rac-[(3R,4S)-4-(3,4-dichloro-phenyl)-1-(piperidine-4-carbonyl)-pyrrolidin-3-yl]-methyl-carbamic acid 4-fluoro-phenyl ester), BrC=1SC=NN1 (2-bromo-1,3,4-thiadiazole), C(C)(C)N(C(C)C)CC (N,N-diisopropyl ethyl amine). The solvent is CN1C(CCC1)=O (N-methylpyrrolidinone), C(C)(=O)OCC (ethyl acetate). Product: FC1=CC=C(C=C1)OC(N(C)[C@H]1CN(C[C@@H]1C1=CC(=C(C=C1)Cl)Cl)C(=O)C1CCN(CC1)C=1SC=NN1)=O (rac-[(3R,4S)-4-(3,4-Dichloro-phenyl)-1-(1-[1,3,4]thiadiazol-2-yl-piperidine-4-carbonyl)-pyrrolidin-3-yl]-methyl-carbamic acid 4-fluoro-phenyl ester). Isolated yield 32.0%. Reaction SMILES: [F:1][C:2]1[CH:7]=[CH:6][C:5]([O:8][C:9](=[O:33])[N:10]([C@@H:12]2[C@@H:16]([C:17]3[CH:22]=[CH:21][C:20]([Cl:23])=[C:19]([Cl:24])[CH:18]=3)[CH2:15][N:14]([C:25]([CH:27]3[CH2:32][CH2:31][NH:30][CH2:29][CH2:28]3)=[O:26])[CH2:13]2)[CH3:11])=[CH:4][CH:3]=1.Br[C:35]1[S:36][CH:37]=[N:38][N:39]=1.C(N(CC)C(C)C)(C)C>CN1CCCC1=O.C(OCC)(=O)C>[F:1][C:2]1[CH:7]=[CH:6][C:5]([O:8][C:9](=[O:33])[N:10]([C@@H:12]2[C@@H:16]([C:17]3[CH:22]=[CH:21][C:20]([Cl:23])=[C:19]([Cl:24])[CH:18]=3)[CH2:15][N:14]([C:25]([CH:27]3[CH2:32][CH2:31][N:30]([C:35]4[S:36][CH:37]=[N:38][N:39]=4)[CH2:29][CH2:28]3)=[O:26])[CH2:13]2)[CH3:11])=[CH:4][CH:3]=1. Reported procedure: To a solution of rac-[(3R,4S)-4-(3,4-dichloro-phenyl)-1-(piperidine-4-carbonyl)-pyrrolidin-3-yl]-methyl-carbamic acid 4-fluoro-phenyl ester (100 mg, 0.20 mmol) in N-methylpyrrolidinone (1 mL) was added 2-bromo-1,3,4-thiadiazole (50 mg, 0.30 mmol) and N,N-diisopropyl ethyl amine (69 μl, 0.40 mmol). The solution was irradiated in the microwave for 35 min at 150° C. The reaction mixture was diluted with ethyl acetate (15 mL) and washed with an aqueous solution of sodium carbonate (1 M, 15 mL). The ...